describe an organic reaction: reactants, conditions, products, and yield From a dataset of the Open Reaction Database (ORD), a public repository of structured organic reaction records. Starting materials: CC(C=C)C1=CC(=C2C3CCCCC3C(C2=C1O)NC)C (7-(1-methyl-2-propenyl)-8-hydroxy-5-methyl-9-methylamino-1,2,3,4,4a,9a-hexahydrofluorene), Cl.C(C1=CN=CC=C1)(=O)Cl (nicotinoylchloride hydrochloride). Run in N1=CC=CC=C1 (pyridine). Run at time 5 hour. Yields the product CC(C=C)C1=CC(=C2C3CCCCC3C(C2=C1O)N(C(C1=CN=CC=C1)=O)C)C (7-(1-methyl-2-propenyl)-8-hydroxy-5-methyl-9-(N-methyl-N-nicotinoylamino)- 1,2,3,4,4a,9a-hexahydrofluorene). Isolated yield 51.2%. As a reaction SMILES: [CH3:1][CH:2]([C:5]1[C:17]([OH:18])=[C:16]2[C:8]([CH:9]3[CH:14]([CH:15]2[NH:19][CH3:20])[CH2:13][CH2:12][CH2:11][CH2:10]3)=[C:7]([CH3:21])[CH:6]=1)[CH:3]=[CH2:4].Cl.[C:23](Cl)(=[O:30])[C:24]1[CH:29]=[CH:28][CH:27]=[N:26][CH:25]=1>N1C=CC=CC=1>[CH3:1][CH:2]([C:5]1[C:17]([OH:18])=[C:16]2[C:8]([CH:9]3[CH:14]([CH:15]2[N:19]([CH3:20])[C:23](=[O:30])[C:24]2[CH:29]=[CH:28][CH:27]=[N:26][CH:25]=2)[CH2:13][CH2:12][CH2:11][CH2:10]3)=[C:7]([CH3:21])[CH:6]=1)[CH:3]=[CH2:4] |f:1.2|. Procedure details: To 1.5 ml of pyridine were added 1.0 g of 7-(1-methyl-2-propenyl)-8-hydroxy-5-methyl-9-methylamino-1,2,3,4,4a,9a-hexahydrofluorene and 0.7 g of nicotinoylchloride hydrochloride, followed by stirring at room temperature for 5 hours. The reaction mixture was concentrated and then extracted with chloroform. The chloroform layer was washed with water, dried with sodium sulfate and then concentrated. The residue was purified by a silica gel column chromatography (eluent: ethyl acetate) and then recry... The reactants are acidic aqueous solution, C1=CC=C2C(=C1)C3=NC4=NC(=NC5=NC(=NC6=NC(=NC2=N3)C7=CC=CC=C76)C8=CC=CC=C85)C9=CC=CC=C94.[Cu] (copper phthalocyanine), FeCl3, [Cl-].[Na+] (sodium chloride), S(O)(O)(=O)=O (sulfuric acid). Solvent: C(COCCO)O (diethylene glycol). Run at temperature 95 celsius, time 3 hour. Yields the product C1=CC=C2C(=C1)C3=NC4=NC(=NC5=C6C=CC=CC6=C([N-]5)N=C7C8=CC=CC=C8C(=N7)N=C2[N-]3)C9=CC=CC=C94.[Cu] (β-copper phthalocyanine). RXN SMILES: [CH:1]1[CH:6]=[C:5]2[C:7]3[N:22]=[C:21]([C:4]2=[CH:3][CH:2]=1)[N:20]=[C:19]1[C:23]2[C:28]([C:17](=[N:18]1)[N:16]=[C:15]1[C:29]4[C:34]([C:13](=[N:14]1)[N:12]=[C:11]1[C:35]5[C:40]([C:9](=[N:10]1)[N:8]=3)=[CH:39][CH:38]=[CH:37][CH:36]=5)=[CH:33][CH:32]=[CH:31][CH:30]=4)=[CH:27][CH:26]=[CH:25][CH:24]=2.[Cu:41].[Cl-].[Na+].S(=O)(=O)(O)O>C(O)COCCO>[CH:25]1[CH:24]=[C:23]2[C:19]3[N-:18][C:17]([C:28]2=[CH:27][CH:26]=1)=[N:16][C:15]1=[N:14][C:13]([C:34]2[C:29]1=[CH:30][CH:31]=[CH:32][CH:33]=2)=[N:12][C:11]1[N-:10][C:9](=[C:40]2[C:35]=1[CH:36]=[CH:37][CH:38]=[CH:39]2)[N:8]=[C:7]1[C:5]2[C:4]([C:21](=[N:22]1)[N:20]=3)=[CH:3][CH:2]=[CH:1][CH:6]=2.[Cu:41] |f:0.1,2.3,6.7|. Reported procedure: A conventional Baker-Perkins sigma blade mixer having a capacity of two cubic inches (32.8 cubic centimeters) is charged with 4.5 g of crude copper phthalocyanine, 1.5 of anhydrous FeCl3, 29.0 g of micropulverized sodium chloride, and 4.42 g of diethylene glycol. The charge is milled at 54 r.p.m. for three hours. The temperature during milling is maintained from 80°C. to 90°C. by passing steam through the mill jacket. The milled charge is then added to 500 cc of an acidic aqueous solution contai... The reactants are C(C)S (ethanethiol), [OH-].[K+] (potassium hydroxide), ClC1=C(C=CC=C1)S(=O)(=O)N (2-chlorobenzenesulfonamide). Run in CN(C=O)C (dimethylformamide). Run at time 15 minute. Product: C(C)SC1=C(C=CC=C1)S(=O)(=O)N (2-(Ethylthio)benzenesulfonamide). RXN SMILES: [CH2:1]([SH:3])[CH3:2].[OH-].[K+].Cl[C:7]1[CH:12]=[CH:11][CH:10]=[CH:9][C:8]=1[S:13]([NH2:16])(=[O:15])=[O:14]>CN(C)C=O>[CH2:1]([S:3][C:7]1[CH:12]=[CH:11][CH:10]=[CH:9][C:8]=1[S:13]([NH2:16])(=[O:15])=[O:14])[CH3:2] |f:1.2|. Reported procedure: 62 g (1.0 mol) of ethanethiol were added to a mixture of 65.9 g (1.0 mol) of 85% strength potassium hydroxide powder and 500 ml of dimethylformamide at 25° C. while stirring, and stirring was continued for 15 minutes. Thereafter, a solution of 95.8 g (0.5 mol) of 2-chlorobenzenesulfonamide was added at 90° C. while stirring in the course of 30 minutes, and stirring was continued for 8 hours at 110° C. The mixture was cooled and was evaporated down under reduced pressure, after which the residue ... Starting materials: CCO, O=c1oc(-c2ccccc2)cc(O)c1C(Cc1ccccc1)Sc1ccccc1. The product is O=c1oc(-c2ccccc2)cc(O)c1CCc1ccccc1. As a reaction SMILES: [CH3:30][CH2:31][OH:32].[OH:1][c:2]1[c:3]([CH:15]([CH2:16][c:17]2[cH:18][cH:19][cH:20][cH:21][cH:22]2)[S:23][c:24]2[cH:25][cH:26][cH:27][cH:28][cH:29]2)[c:4](=[O:14])[o:5][c:6](-[c:8]2[cH:9][cH:10][cH:11][cH:12][cH:13]2)[cH:7]1>>[OH:1][c:2]1[c:3]([CH2:15][CH2:16][c:17]2[cH:18][cH:19][cH:20][cH:21][cH:22]2)[c:4](=[O:14])[o:5][c:6](-[c:8]2[cH:9][cH:10][cH:11][cH:12][cH:13]2)[cH:7]1. Starting materials: ClCCl, O=S(=O)(Cl)c1ccc(C(F)(F)F)cc1, Nc1cccc(C(=O)O)c1F, O, c1ccncc1. Product: O=C(O)c1cccc(NS(=O)(=O)c2ccc(C(F)(F)F)cc2)c1F. Reaction SMILES: [Cl:33][CH2:34][Cl:35].[F:18][C:19]([c:20]1[cH:21][cH:22][c:23]([S:26](=[O:27])(=[O:28])[Cl:29])[cH:24][cH:25]1)([F:30])[F:31].[NH2:1][c:2]1[c:3]([F:11])[c:4]([C:5](=[O:6])[OH:7])[cH:8][cH:9][cH:10]1.[OH2:32].[cH:12]1[cH:13][cH:14][n:15][cH:16][cH:17]1>>[NH:1]([c:2]1[c:3]([F:11])[c:4]([C:5](=[O:6])[OH:7])[cH:8][cH:9][cH:10]1)[S:26]([c:23]1[cH:22][cH:21][c:20]([C:19]([F:18])([F:30])[F:31])[cH:25][cH:24]1)(=[O:27])=[O:28]. The reactants are C1(=CC=CC2=CC=CC=C12)C=O (naphthalene-1-aldehyde), NC1=NNC=C1 (3-aminopyrazole), FC(C(CC(=O)OCC)=O)(F)F (ethyl trifluoroacetoacetate). The product is C1(=CC=CC2=CC=CC=C12)C1C=2C(NC(=C1C(=O)OCC)C(F)(F)F)=NNC2 (Ethyl 4,7-dihydro-4-(1-naphthyl)-6-trifluoromethyl-2H-pyrazolo[3,4-b]pyridine-5-carboxylate). Reaction SMILES: [C:1]1([CH:11]=O)[C:10]2[C:5](=[CH:6][CH:7]=[CH:8][CH:9]=2)[CH:4]=[CH:3][CH:2]=1.[NH2:13][C:14]1[CH:18]=[CH:17][NH:16][N:15]=1.[F:19][C:20]([F:30])([F:29])[C:21](=O)[CH2:22][C:23]([O:25][CH2:26][CH3:27])=[O:24]>>[C:1]1([CH:11]2[C:22]([C:23]([O:25][CH2:26][CH3:27])=[O:24])=[C:21]([C:20]([F:19])([F:29])[F:30])[NH:13][C:14]3=[N:15][NH:16][CH:17]=[C:18]23)[C:10]2[C:5](=[CH:6][CH:7]=[CH:8][CH:9]=2)[CH:4]=[CH:3][CH:2]=1. Procedure: The title compound was prepared from naphthalene-1-aldehyde, 3-aminopyrazole and ethyl trifluoroacetoacetate in the same manner as in Example 1. The reactants are O (water), [N+](=O)([O-])C1=C(C=C(C(=O)OC)C=C1)NC(CCCC)=O (methyl 4-nitro-3-valerylaminobenzoate), C(#N)C1=C(C=CC=C1)C1=CC=C(CBr)C=C1 (4-(2-cyanophenyl)benzyl bromide), C([O-])([O-])=O.[K+].[K+] (potassium carbonate). The solvent is CN(C)C=O (DMF). Reaction conditions: time 2 day. Yields the product C(#N)C1=C(C=CC=C1)C1=CC=C(C=C1)CN(C(CCCC)=O)C=1C=C(C(=O)OC)C=CC1[N+](=O)[O-] (Methyl 3-[N-(2'-cyanobiphenyl-4-yl)methyl-N-valerylamino]-4-nitrobenzoate). Isolated yield 73.8%. Reaction SMILES: [N+:1]([C:4]1[CH:13]=[CH:12][C:7]([C:8]([O:10][CH3:11])=[O:9])=[CH:6][C:5]=1[NH:14][C:15](=[O:20])[CH2:16][CH2:17][CH2:18][CH3:19])([O-:3])=[O:2].[C:21]([C:23]1[CH:28]=[CH:27][CH:26]=[CH:25][C:24]=1[C:29]1[CH:36]=[CH:35][C:32]([CH2:33]Br)=[CH:31][CH:30]=1)#[N:22].C(=O)([O-])[O-].[K+].[K+].O>CN(C=O)C>[C:21]([C:23]1[CH:28]=[CH:27][CH:26]=[CH:25][C:24]=1[C:29]1[CH:30]=[CH:31][C:32]([CH2:33][N:14]([C:5]2[CH:6]=[C:7]([CH:12]=[CH:13][C:4]=2[N+:1]([O-:3])=[O:2])[C:8]([O:10][CH3:11])=[O:9])[C:15](=[O:20])[CH2:16][CH2:17][CH2:18][CH3:19])=[CH:35][CH:36]=1)#[N:22] |f:2.3.4|. Procedure details: A mixture of methyl 4-nitro-3-valerylaminobenzoate (1.0 g), 4-(2-cyanophenyl)benzyl bromide (0.97 g) and potassium carbonate (0.55 g) in DMF (10 ml) was stirred for two days at room temperature. To the reaction mixture was added water and the mixture was extracted with ethyl acetate. The organic layer was washed with water and dried. The solvent was distilled off, and the residue was purified by column chromatography on silica gel to afford a pale yellow oil (1.24 g, 73%). Procedure: In a manner analogous to the method described in example 163, {1-[(4S,5R)-2-(6-tert-butyl-4-ethoxy-pyridin-3-yl)-4,5-bis-(4-chloro-phenyl)-4,5-dimethyl-4,5-dihydro-imidazole-1-carbonyl]-piperidin-4-yl}-acetic acid was reacted with hexylamine (MCB) to give the title product. LC-MS (ES+) 748 [(M+H)+]. Starting materials: C(C)(C)(C)C1=CC(=C(C=N1)C=1N([C@]([C@](N1)(C)C1=CC=C(C=C1)Cl)(C)C1=CC=C(C=C1)Cl)C(=O)N1CCC(CC1)CC(=O)O)OCC ({1-[(4S,5R)-2-(6-tert-butyl-4-ethoxy-pyridin-3-yl)-4,5-bis-(4-chloro-phenyl)-4,5-dimethyl-4,5-dihydro-imidazole-1-carbonyl]-piperidin-4-yl}-acetic acid), C(CCCCC)N (hexylamine). Product: C(C)(C)(C)C1=CC(=C(C=N1)C=1N([C@]([C@](N1)(C)C1=CC=C(C=C1)Cl)(C)C1=CC=C(C=C1)Cl)C(=O)N1CCC(CC1)CC(=O)NCCCCCC)OCC (2-{1-[(4S,5R)-2-(6-tert-Butyl-4-ethoxy-pyridin-3-yl)-4,5-bis-(4-chloro-phenyl)-4,5-dimethyl-4,5-dihydro-imidazole-1-carbonyl]-piperidin-4-yl}-N-hexyl-acetamide). As a reaction SMILES: [C:1]([C:5]1[N:10]=[CH:9][C:8]([C:11]2[N:12]([C:32]([N:34]3[CH2:39][CH2:38][CH:37]([CH2:40][C:41](O)=[O:42])[CH2:36][CH2:35]3)=[O:33])[C@@:13]([C:25]3[CH:30]=[CH:29][C:28]([Cl:31])=[CH:27][CH:26]=3)([CH3:24])[C@@:14]([C:17]3[CH:22]=[CH:21][C:20]([Cl:23])=[CH:19][CH:18]=3)([CH3:16])[N:15]=2)=[C:7]([O:44][CH2:45][CH3:46])[CH:6]=1)([CH3:4])([CH3:3])[CH3:2].[CH2:47]([NH2:53])[CH2:48][CH2:49][CH2:50][CH2:51][CH3:52]>>[C:1]([C:5]1[N:10]=[CH:9][C:8]([C:11]2[N:12]([C:32]([N:34]3[CH2:39][CH2:38][CH:37]([CH2:40][C:41]([NH:53][CH2:47][CH2:48][CH2:49][CH2:50][CH2:51][CH3:52])=[O:42])[CH2:36][CH2:35]3)=[O:33])[C@@:13]([C:25]3[CH:30]=[CH:29][C:28]([Cl:31])=[CH:27][CH:26]=3)([CH3:24])[C@@:14]([C:17]3[CH:22]=[CH:21][C:20]([Cl:23])=[CH:19][CH:18]=3)([CH3:16])[N:15]=2)=[C:7]([O:44][CH2:45][CH3:46])[CH:6]=1)([CH3:3])([CH3:2])[CH3:4]. Reactants: C(C(O)C(O)C(=O)O)(=O)O ((+)-tartaric acid), [N+](=O)([O-])[O-].[O-2].[Bi+3] (bismuth oxynitrate). Run in O (water), N (ammonia). Reaction conditions: time 30 minute. Product: C(=O)([O-])C(O)C(O)C(=O)[O-].[Bi+3].C(=O)([O-])C(O)C(O)C(=O)[O-].C(=O)([O-])C(O)C(O)C(=O)[O-].[Bi+3] (Bismuth tartrate). The yield is 114.3%. Reaction SMILES: [C:1]([OH:10])(=[O:9])[CH:2]([CH:4]([C:6]([OH:8])=[O:7])[OH:5])[OH:3].[N+]([O-])([O-])=O.[O-2].[Bi+3:16]>O.N>[C:6]([CH:4]([CH:2]([C:1]([O-:10])=[O:9])[OH:3])[OH:5])([O-:8])=[O:7].[Bi+3:16].[C:6]([CH:4]([CH:2]([C:1]([O-:10])=[O:9])[OH:3])[OH:5])([O-:8])=[O:7].[C:6]([CH:4]([CH:2]([C:1]([O-:10])=[O:9])[OH:3])[OH:5])([O-:8])=[O:7].[Bi+3:16] |f:1.2.3,6.7.8.9.10|. Procedure: A mixture of (+)-tartaric acid (27 g) and bismuth oxynitrate (8.61 g) in water (50 ml) was heated at 90°-100° with occassional stirring for 30 min, by which time a small portion of the product dissolved completely in weak aqueous ammonia. The mixture was cooled to room temperature then filtered and the filtrate washed well with water until free from water soluble materials. The residue was dried at 70°-80° in vacuo to give the title compound (14.78 g).